The task is: describe an organic reaction: reactants, conditions, products, and yield. This data is from the Open Reaction Database (ORD), a public repository of structured organic reaction records. Reactants: NC1=C2N=C(N(C2=NC(=N1)S)CC1=CC=CC=C1)O (6-amino-9-benzyl-8-hydroxy-2-mercaptopurine), C([O-])([O-])=O.[K+].[K+] (potassium carbonate), ICC(F)(F)F (2-iodo-1,1,1-trifluoroethane). Run in CN(C=O)C (dimethylformamide). Reaction conditions: time 8 hour. Product: NC1=C2N=C(N(C2=NC(=N1)SCC(F)(F)F)CC1=CC=CC=C1)O (6-Amino-9-benzyl-8-hydroxy-2-[(2,2,2-trifluoroethyl)thio]purine). Isolated yield 11.5%. RXN SMILES: [NH2:1][C:2]1[N:10]=[C:9]([SH:11])[N:8]=[C:7]2[C:3]=1[N:4]=[C:5]([OH:19])[N:6]2[CH2:12][C:13]1[CH:18]=[CH:17][CH:16]=[CH:15][CH:14]=1.C(=O)([O-])[O-].[K+].[K+].I[CH2:27][C:28]([F:31])([F:30])[F:29]>CN(C)C=O>[NH2:1][C:2]1[N:10]=[C:9]([S:11][CH2:27][C:28]([F:31])([F:30])[F:29])[N:8]=[C:7]2[C:3]=1[N:4]=[C:5]([OH:19])[N:6]2[CH2:12][C:13]1[CH:18]=[CH:17][CH:16]=[CH:15][CH:14]=1 |f:1.2.3|. Procedure: Crude 6-amino-9-benzyl-8-hydroxy-2-mercaptopurine (134 mg, 0.49 mmol) was suspended in dimethylformamide (65 ml). To the suspension were added potassium carbonate (100 mg, 0.7 mmol) and 2-iodo-1,1,1-trifluoroethane (0.07 ml, 0.73 mmol) in order. The mixture was stirred at room temperature for 8 hours. The solvent was removed in vacuo, and the residue was purified by silica gel chromatography (3% methanol/chloroform) to give the subject compound (20 mg, yield 12%).